From a dataset of the Open Reaction Database (ORD), a public repository of structured organic reaction records. describe an organic reaction: reactants, conditions, products, and yield The reactants are [Al+3], C1CCOC1, O=C(O)Cc1c[nH]c2ccc(F)cc12, [H-], [H-], [H-], [H-], [Li+]. Yields the product OCCc1c[nH]c2ccc(F)cc12. Reaction SMILES: [Al+3:16].[CH2:21]1[O:22][CH2:23][CH2:24][CH2:25]1.[F:1][c:2]1[cH:3][c:4]2[c:5]([CH2:11][C:12](=[O:13])[OH:14])[cH:6][nH:7][c:8]2[cH:9][cH:10]1.[H-:15].[H-:18].[H-:19].[H-:20].[Li+:17]>>[F:1][c:2]1[cH:3][c:4]2[c:5]([CH2:11][CH2:12][OH:13])[cH:6][nH:7][c:8]2[cH:9][cH:10]1. Starting materials: COC=1C=CC2=C(SC3=C(C(C2)N2CCNCC2)C=C(C=C3)SC)C1 (1-(10,11-dihydro-3-methoxy-8-methylthio-dibenzo[b,f]thiepin-10-yl)- piperazine), ClCCN1C(NC2=C1C=CC=C2)=O (N-(2-chloroethyl)-2-benzimidazolidinone). Procedure details: In an analogous manner to that described in Example 7, 1-{2-[4-(10,11-dihydro-3-methoxy-8-methylthio-dibenzo[b,f]thiepin-10-yl)-1-piperazinyl]-ethyl}-2-benzimidazolidnone (whose dihydrochloride melts at 250°C.) is prepared from 1-(10,11-dihydro-3-methoxy-8-methylthio-dibenzo[b,f]thiepin-10-yl)- piperazine and N-(2-chloroethyl)-2-benzimidazolidinone. As a reaction SMILES: [CH3:1][O:2][C:3]1[CH:4]=[CH:5][C:6]2[CH2:12][CH:11]([N:13]3[CH2:18][CH2:17][NH:16][CH2:15][CH2:14]3)[C:10]3[CH:19]=[C:20]([S:23][CH3:24])[CH:21]=[CH:22][C:9]=3[S:8][C:7]=2[CH:25]=1.Cl[CH2:27][CH2:28][N:29]1[C:33]2[CH:34]=[CH:35][CH:36]=[CH:37][C:32]=2[NH:31][C:30]1=[O:38]>>[CH3:1][O:2][C:3]1[CH:4]=[CH:5][C:6]2[CH2:12][CH:11]([N:13]3[CH2:14][CH2:15][N:16]([CH2:27][CH2:28][N:29]4[C:33]5[CH:34]=[CH:35][CH:36]=[CH:37][C:32]=5[NH:31][C:30]4=[O:38])[CH2:17][CH2:18]3)[C:10]3[CH:19]=[C:20]([S:23][CH3:24])[CH:21]=[CH:22][C:9]=3[S:8][C:7]=2[CH:25]=1. Product: COC=1C=CC2=C(SC3=C(C(C2)N2CCN(CC2)CCN2C(NC4=C2C=CC=C4)=O)C=C(C=C3)SC)C1 (1-{2-[4-(10,11-dihydro-3-methoxy-8-methylthiodibenzo[b,f]thiepin-10-yl)-1-piperazinyl]-ethyl}-2-benzimidazolidinone).